describe an organic reaction: reactants, conditions, products, and yield From a dataset of the Open Reaction Database (ORD), a public repository of structured organic reaction records. Reactants: CC(C)(C)c1ccc(CCl)cc1, CCCC[N+](CCCC)(CCCC)CCCC, [Cl-], [Na+], [OH-], C=CCO. Reaction SMILES: [C:3]([CH3:4])([CH3:5])([CH3:6])[c:7]1[cH:8][cH:9][c:10]([CH2:11][Cl:12])[cH:13][cH:14]1.[CH3:20][CH2:21][CH2:22][CH2:23][N+:24]([CH2:25][CH2:26][CH2:27][CH3:28])([CH2:29][CH2:30][CH2:31][CH3:32])[CH2:33][CH2:34][CH2:35][CH3:36].[Cl-:19].[Na+:2].[OH-:1].[OH:15][CH2:16][CH:17]=[CH2:18]>>[C:3]([CH3:4])([CH3:5])([CH3:6])[c:7]1[cH:8][cH:9][c:10]([CH2:11][O:15][CH2:16][CH:17]=[CH2:18])[cH:13][cH:14]1. Yields the product C=CCOCc1ccc(C(C)(C)C)cc1. Starting materials: COC(C1=CC=C(C=C1)CO)=O (4-hydroxymethyl-benzoic acid methyl ester), C([O-])([O-])=O.[Cs+].[Cs+] (cesium carbonate), C1(=CC=CC=C1)P(C1=C(C2=CC=CC=C2C=C1)C1=C(C=CC2=CC=CC=C12)P(C1=CC=CC=C1)C1=CC=CC=C1)C1=CC=CC=C1 (2,2′-bis(diphenylphosphino)-1,1′-binaphthyl), ClC1=NC=CC=C1C1=NC2=C(N1CC1CCCCC1)C=C(C(=C2)F)F (2-(2-chloro-pyridin-3-yl)-1-cyclohexylmethyl-5,6-difluoro-1H-benzoimidazole). The reagents and catalysts are C(C)(=O)[O-].[Pd+2].C(C)(=O)[O-] (palladium (II) acetate). Solvent: C1(=CC=CC=C1)C (toluene), C1(=CC=CC=C1)C (toluene). Conditions: temperature 100 celsius. Yields the product COC(C1=CC=C(C=C1)COC1=NC=CC=C1C1=NC2=C(N1CC1CCCCC1)C=C(C(=C2)F)F)=O (4-[3-(1-Cyclohexylmethyl-5,6-difluoro-1H-benzoimidazol-2-yl)-pyridin-2-yloxymethyl]-benzoic acid methyl ester). Isolated yield 60.0%. Reaction SMILES: [CH3:1][O:2][C:3](=[O:12])[C:4]1[CH:9]=[CH:8][C:7]([CH2:10][OH:11])=[CH:6][CH:5]=1.C1(P(C2C=CC=CC=2)C2C=CC3C(=CC=CC=3)C=2C2C3C(=CC=CC=3)C=CC=2P(C2C=CC=CC=2)C2C=CC=CC=2)C=CC=CC=1.Cl[C:60]1[C:65]([C:66]2[N:70]([CH2:71][CH:72]3[CH2:77][CH2:76][CH2:75][CH2:74][CH2:73]3)[C:69]3[CH:78]=[C:79]([F:83])[C:80]([F:82])=[CH:81][C:68]=3[N:67]=2)=[CH:64][CH:63]=[CH:62][N:61]=1.C(=O)([O-])[O-].[Cs+].[Cs+]>C1(C)C=CC=CC=1.C([O-])(=O)C.[Pd+2].C([O-])(=O)C>[CH3:1][O:2][C:3](=[O:12])[C:4]1[CH:9]=[CH:8][C:7]([CH2:10][O:11][C:60]2[C:65]([C:66]3[N:70]([CH2:71][CH:72]4[CH2:73][CH2:74][CH2:75][CH2:76][CH2:77]4)[C:69]4[CH:78]=[C:79]([F:83])[C:80]([F:82])=[CH:81][C:68]=4[N:67]=3)=[CH:64][CH:63]=[CH:62][N:61]=2)=[CH:6][CH:5]=1 |f:3.4.5,7.8.9|. Reported procedure: A solution of 4-hydroxymethyl-benzoic acid methyl ester (0.14 g, 0.84 mmol; CAS Reg. No. 6908-41-4), palladium (II) acetate (19 mg, 0.084 mmol; CAS Reg. No.) and 2,2′-bis(diphenylphosphino)-1,1′-binaphthyl (52 mg, 0.084 mmol; CAS Reg. No.) in dry toluene (10 ml) was stirred at 25° C. for 5 min. under argon atmosphere. To the resulting deep red solution was then added a solution of 2-(2-chloro-pyridin-3-yl)-1-cyclohexylmethyl-5,6-difluoro-1H-benzoimidazole (Ex. 1, intermediate a, 0.30 g, 0.84 mmo...